From a dataset of the Open Reaction Database (ORD), a public repository of structured organic reaction records. describe an organic reaction: reactants, conditions, products, and yield Reactants: O=C1CCC(=O)N1Br, O=C(OOC(=O)c1ccccc1)c1ccccc1, ClC(Cl)(Cl)Cl, Cc1ccc(F)cc1C(=O)N1CCOCC1. The product is O=C(c1cc(F)ccc1CBr)N1CCOCC1. RXN SMILES: [Br:17][N:18]1[C:19](=[O:20])[CH2:21][CH2:22][C:23]1=[O:24].[C:25]([O:26][O:27][C:28](=[O:29])[c:30]1[cH:31][cH:32][cH:33][cH:34][cH:35]1)(=[O:36])[c:37]1[cH:38][cH:39][cH:40][cH:41][cH:42]1.[Cl:43][C:44]([Cl:45])([Cl:46])[Cl:47].[F:1][c:2]1[cH:3][cH:4][c:5]([CH3:16])[c:6]([C:8](=[O:9])[N:10]2[CH2:11][CH2:12][O:13][CH2:14][CH2:15]2)[cH:7]1>>[F:1][c:2]1[cH:3][cH:4][c:5]([CH2:16][Br:17])[c:6]([C:8](=[O:9])[N:10]2[CH2:11][CH2:12][O:13][CH2:14][CH2:15]2)[cH:7]1.